This data is from the Open Reaction Database (ORD), a public repository of structured organic reaction records. The task is: describe an organic reaction: reactants, conditions, products, and yield The reactants are C1CCOC1, CCOC(=O)c1cnn(C)c1C(F)(F)F, CCOC(C)=O, ClCCl, ClCCl, Cl, [Na+], [Na+], O=C([O-])[O-], O. Yields the product Cn1ncc(CO)c1C(F)(F)F. Reaction SMILES: [CH2:24]1[O:25][CH2:26][CH2:27][CH2:28]1.[CH3:1][n:2]1[n:3][cH:4][c:5]([C:11](=[O:12])[O:13][CH2:14][CH3:15])[c:6]1[C:7]([F:8])([F:9])[F:10].[CH3:35][CH2:36][O:37][C:38](=[O:39])[CH3:40].[Cl:29][CH2:30][Cl:31].[Cl:32][CH2:33][Cl:34].[ClH:17].[Na+:18].[Na+:19].[O-:20][C:21](=[O:22])[O-:23].[OH2:16]>>[CH3:1][n:2]1[n:3][cH:4][c:5]([CH2:11][OH:12])[c:6]1[C:7]([F:8])([F:9])[F:10].